From a dataset of the Open Reaction Database (ORD), a public repository of structured organic reaction records. describe an organic reaction: reactants, conditions, products, and yield Starting materials: CSC(C)=N, CO, I, CC(=O)Nc1nc(CCc2ccc(N)cc2)cs1. Product: CC(=N)Nc1ccc(CCc2csc(NC(C)=O)n2)cc1. Reaction SMILES: [C:20]([CH3:21])(=[NH:22])[S:23][CH3:24].[CH3:25][OH:26].[IH:19].[NH2:1][c:2]1[cH:3][cH:4][c:5]([CH2:8][CH2:9][c:10]2[n:11][c:12]([NH:15][C:16]([CH3:17])=[O:18])[s:13][cH:14]2)[cH:6][cH:7]1>>[NH:1]([c:2]1[cH:3][cH:4][c:5]([CH2:8][CH2:9][c:10]2[n:11][c:12]([NH:15][C:16]([CH3:17])=[O:18])[s:13][cH:14]2)[cH:6][cH:7]1)[C:20]([CH3:21])=[NH:22]. Reactants: ClCCCl, CCN(C(C)C)C(C)C, Nc1ccc2c(c1)CC1(C2)C(=O)Nc2ncccc21, O=C(O)CN1CCN(c2ccccn2)C1=O, CN(C)C=O, On1nnc2ccccc21. The product is O=C(CN1CCN(c2ccccn2)C1=O)Nc1ccc2c(c1)CC1(C2)C(=O)Nc2ncccc21. RXN SMILES: [CH2:36]([Cl:37])[CH2:38][Cl:39].[CH:50]([N:51]([CH2:52][CH3:53])[CH:54]([CH3:55])[CH3:56])([CH3:57])[CH3:58].[NH2:17][c:18]1[cH:19][c:20]2[c:24]([cH:25][cH:26]1)[CH2:23][C:22]1([CH2:21]2)[C:27](=[O:35])[NH:28][c:29]2[n:30][cH:31][cH:32][cH:33][c:34]21.[O:1]=[C:2]1[N:3]([CH2:13][C:14](=[O:15])[OH:16])[CH2:4][CH2:5][N:6]1[c:7]1[n:8][cH:9][cH:10][cH:11][cH:12]1.[O:59]=[CH:60][N:61]([CH3:62])[CH3:63].[OH:40][n:41]1[c:42]2[c:43]([cH:44][cH:45][cH:46][cH:47]2)[n:48][n:49]1>>[O:1]=[C:2]1[N:3]([CH2:13][C:14](=[O:16])[NH:17][c:18]2[cH:19][c:20]3[c:24]([cH:25][cH:26]2)[CH2:23][C:22]2([CH2:21]3)[C:27](=[O:35])[NH:28][c:29]3[n:30][cH:31][cH:32][cH:33][c:34]32)[CH2:4][CH2:5][N:6]1[c:7]1[n:8][cH:9][cH:10][cH:11][cH:12]1. The reactants are C(#N)CC1=CC(=CC(=C1)C)CC#N (1,3-biscyanomethyl-5-methylbenzene), Cl.NC1=C(C=CC(=C1F)F)S (2-amino-3,4-difluorothiophenol hydrochloride). The product is FC1=C(C=CC2=C1N=C(S2)CC=2C=C(C=C(C2)C)CC#N)F (3-[(4,5-difluorobenzothiazol-2-yl)methyl]-5-methylphenylacetonitrile). Yield: 16.7%. RXN SMILES: [C:1]([CH2:3][C:4]1[CH:9]=[C:8]([CH3:10])[CH:7]=[C:6]([CH2:11][C:12]#[N:13])[CH:5]=1)#[N:2].Cl.N[C:16]1[C:21]([F:22])=[C:20]([F:23])[CH:19]=[CH:18][C:17]=1[SH:24]>>[F:22][C:21]1[C:16]2[N:13]=[C:12]([CH2:11][C:6]3[CH:5]=[C:4]([CH2:3][C:1]#[N:2])[CH:9]=[C:8]([CH3:10])[CH:7]=3)[S:24][C:17]=2[CH:18]=[CH:19][C:20]=1[F:23] |f:1.2|. Procedure details: The procedure of Example 22-i) was repeated using 1,3-biscyanomethyl-5-methylbenzene (680 mg, 4 mmol) and 2-amino-3,4-difluorothiophenol hydrochloride (888 mg, 4.5 mmol) and the resultant product was recrystallized from ethyl acetate-hexane to give 3-[(4,5-difluorobenzothiazol-2-yl)methyl]-5-methylphenylacetonitrile (210 mg, 17%) as a colorless powder. The product is CNc1cccc(CCOc2ccc3c(c2)CN(CC(F)(F)F)C(=O)C(CC(=O)O)C3)n1. The reactants are CNc1cccc(CCOc2ccc3c(c2)CN(CC(F)(F)F)C(=O)C(CC(=O)OC)C3)n1, COC(=O)CC1Cc2ccc(OCCCNc3ccccn3)cc2CN(CC(F)(F)F)C1=O. As a reaction SMILES: [CH3:1][NH:2][c:3]1[cH:4][cH:5][cH:6][c:7]([CH2:9][CH2:10][O:11][c:12]2[cH:13][c:14]3[c:15]([cH:32][cH:33]2)[CH2:16][CH:17]([CH2:27][C:28](=[O:29])[O:30][CH3:31])[C:18](=[O:26])[N:19]([CH2:21][C:22]([F:23])([F:24])[F:25])[CH2:20]3)[n:8]1.[n:34]1[cH:35][cH:36][cH:37][cH:38][c:39]1[NH:40][CH2:41][CH2:42][CH2:43][O:44][c:45]1[cH:46][cH:47][c:48]2[c:65]([cH:66]1)[CH2:64][N:58]([CH2:59][C:60]([F:61])([F:62])[F:63])[C:56](=[O:57])[CH:50]([CH2:51][C:52]([O:53][CH3:54])=[O:55])[CH2:49]2>>[CH3:1][NH:2][c:3]1[cH:4][cH:5][cH:6][c:7]([CH2:9][CH2:10][O:11][c:12]2[cH:13][c:14]3[c:15]([cH:32][cH:33]2)[CH2:16][CH:17]([CH2:27][C:28](=[O:29])[OH:30])[C:18](=[O:26])[N:19]([CH2:21][C:22]([F:23])([F:24])[F:25])[CH2:20]3)[n:8]1.